The task is: describe an organic reaction: reactants, conditions, products, and yield. This data is from the Open Reaction Database (ORD), a public repository of structured organic reaction records. Reactants: CI (MeI), [H-].[Na+] (NaH), ClC1=C(C=CC=C1)S(=O)(=O)N1CCC2(CCN(C2=O)C2=CC=C(C(=O)NC(C)C)C=C2)CC1 (4-[8-(2-chloro-benzenesulfonyl)-1-oxo-2,8-diaza-spiro[4.5]dec-2-yl]-N-isopropyl-benzamide), ClC1=C(C=CC=C1)S(=O)(=O)N1CCC2(CCN(C2=O)C2=CC=C(C(=O)NC(C)C)C=C2)CC1 (4-[8-(2-Chloro-benzenesulfonyl)-1-oxo-2,8-diaza-spiro[4.5]dec-2-yl]-N-isopropyl-benzamide). The reagents and catalysts are Cl (HCl). The solvent is C1CCOC1 (THF). Conditions: time 1 hour. The product is ClC1=C(C=CC=C1)S(=O)(=O)N1CCC2(CCN(C2=O)C2=CC=C(C(=O)N(C)C(C)C)C=C2)CC1 (4-[8-(2-Chloro-benzenesulfonyl)-1-oxo-2,8-diaza-spiro[4.5]dec-2-yl]-N-isopropyl-N-methyl-benzamide). Reaction SMILES: [H-].[Na+].[Cl:3][C:4]1[CH:9]=[CH:8][CH:7]=[CH:6][C:5]=1[S:10]([N:13]1[CH2:35][CH2:34][C:16]2([C:20](=[O:21])[N:19]([C:22]3[CH:33]=[CH:32][C:25]([C:26]([NH:28][CH:29]([CH3:31])[CH3:30])=[O:27])=[CH:24][CH:23]=3)[CH2:18][CH2:17]2)[CH2:15][CH2:14]1)(=[O:12])=[O:11].[CH3:36]I>C1COCC1.Cl>[Cl:3][C:4]1[CH:9]=[CH:8][CH:7]=[CH:6][C:5]=1[S:10]([N:13]1[CH2:35][CH2:34][C:16]2([C:20](=[O:21])[N:19]([C:22]3[CH:23]=[CH:24][C:25]([C:26]([N:28]([CH:29]([CH3:31])[CH3:30])[CH3:36])=[O:27])=[CH:32][CH:33]=3)[CH2:18][CH2:17]2)[CH2:15][CH2:14]1)(=[O:12])=[O:11] |f:0.1|. Procedure details: To NaH (0.04 g, 55% suspension in oil, washed with pentane) was added at RT and under an argon atmosphere and at RT 4-[8-(2-chloro-benzenesulfonyl)-1-oxo-2,8-diaza-spiro[4.5]dec-2-yl]-N-isopropyl-benzamide (0.04 g), product of example 160), in THF (4 ml). The reaction mixture was stirred 1 hour at RT, then MeI (0.232 g) was added and stirring was continued overnight at RT until the conversion was complete. The reaction mixture was made acidic with 1M HCl (one drop) and stirred for one minute. Th... Starting materials: O=C([O-])[O-], CC#N, Fc1ccc(Oc2cc3nc(-c4ccccn4)[nH]c3cc2C2CCCN2)cc1, NC(=O)CI, [K+], [K+]. Product: NC(=O)CN1CCCC1c1cc2[nH]c(-c3ccccn3)nc2cc1Oc1ccc(F)cc1. RXN SMILES: [C:1](=[O:2])([O-:3])[O-:4].[CH3:40][C:41]#[N:42].[F:12][c:13]1[cH:14][cH:15][c:16]([O:17][c:18]2[cH:19][c:20]3[c:21]([nH:22][c:23](-[c:25]4[n:26][cH:27][cH:28][cH:29][cH:30]4)[n:24]3)[cH:31][c:32]2[CH:33]2[NH:34][CH2:35][CH2:36][CH2:37]2)[cH:38][cH:39]1.[I:7][CH2:8][C:9](=[O:10])[NH2:11].[K+:5].[K+:6]>>[CH2:8]([C:9](=[O:10])[NH2:11])[N:34]1[CH:33]([c:32]2[c:18]([O:17][c:16]3[cH:15][cH:14][c:13]([F:12])[cH:39][cH:38]3)[cH:19][c:20]3[c:21]([nH:22][c:23](-[c:25]4[n:26][cH:27][cH:28][cH:29][cH:30]4)[n:24]3)[cH:31]2)[CH2:37][CH2:36][CH2:35]1.